Dataset: the Open Reaction Database (ORD), a public repository of structured organic reaction records. Task: describe an organic reaction: reactants, conditions, products, and yield Starting materials: O=C(O)CONC(=O)NCc1ccc(Cl)cc1, CCOC(OCC)C(C)N(Cc1cccc2ccccc12)C(=O)C(N)CC(=O)NC(c1ccccc1)(c1ccccc1)c1ccccc1. Yields the product CCOC(OCC)C(C)N(Cc1cccc2ccccc12)C(=O)C(CC(=O)NC(c1ccccc1)(c1ccccc1)c1ccccc1)NC(=O)CONC(=O)NCc1ccc(Cl)cc1. RXN SMILES: [Cl:1][c:2]1[cH:3][cH:4][c:5]([CH2:6][NH:7][C:8]([NH:9][O:10][CH2:11][C:12](=[O:13])[OH:14])=[O:15])[cH:16][cH:17]1.[NH2:18][CH:19]([C:20](=[O:21])[N:22]([CH2:23][c:24]1[cH:25][cH:26][cH:27][c:28]2[cH:29][cH:30][cH:31][cH:32][c:33]12)[CH:34]([CH:35]([O:36][CH2:37][CH3:38])[O:39][CH2:40][CH3:41])[CH3:42])[CH2:43][C:44](=[O:45])[NH:46][C:47]([c:48]1[cH:49][cH:50][cH:51][cH:52][cH:53]1)([c:54]1[cH:55][cH:56][cH:57][cH:58][cH:59]1)[c:60]1[cH:61][cH:62][cH:63][cH:64][cH:65]1>>[Cl:1][c:2]1[cH:3][cH:4][c:5]([CH2:6][NH:7][C:8]([NH:9][O:10][CH2:11][C:12](=[O:14])[NH:18][CH:19]([C:20](=[O:21])[N:22]([CH2:23][c:24]2[cH:25][cH:26][cH:27][c:28]3[cH:29][cH:30][cH:31][cH:32][c:33]23)[CH:34]([CH:35]([O:36][CH2:37][CH3:38])[O:39][CH2:40][CH3:41])[CH3:42])[CH2:43][C:44](=[O:45])[NH:46][C:47]([c:48]2[cH:49][cH:50][cH:51][cH:52][cH:53]2)([c:54]2[cH:55][cH:56][cH:57][cH:58][cH:59]2)[c:60]2[cH:61][cH:62][cH:63][cH:64][cH:65]2)=[O:15])[cH:16][cH:17]1. Reactants: O=C(Oc1cccc([N+](=O)[O-])c1OCc1ccccc1)c1ccccc1, CCO, Cl, [Na+], C1CCOC1, [OH-]. Product: O=[N+]([O-])c1cccc(O)c1OCc1ccccc1. As a reaction SMILES: [C:1](=[O:2])([c:3]1[cH:4][cH:5][cH:6][cH:7][cH:8]1)[O:9][c:10]1[c:11]([O:19][CH2:20][c:21]2[cH:22][cH:23][cH:24][cH:25][cH:26]2)[c:12]([N+:16](=[O:17])[O-:18])[cH:13][cH:14][cH:15]1.[CH3:35][CH2:36][OH:37].[ClH:34].[Na+:33].[O:27]1[CH2:28][CH2:29][CH2:30][CH2:31]1.[OH-:32]>>[OH:9][c:10]1[c:11]([O:19][CH2:20][c:21]2[cH:22][cH:23][cH:24][cH:25][cH:26]2)[c:12]([N+:16](=[O:17])[O-:18])[cH:13][cH:14][cH:15]1. The reactants are CCOC(OCC)P(=O)(CCCNCc1ccc(Cl)cc1)OCC, CCO, [Li+], [OH-], O, O. The product is CCOC(OCC)P(=O)(O)CCCNCc1ccc(Cl)cc1. As a reaction SMILES: [CH2:4]([CH3:5])[O:6][P:7](=[O:8])([CH:9]([O:10][CH2:11][CH3:12])[O:13][CH2:14][CH3:15])[CH2:16][CH2:17][CH2:18][NH:19][CH2:20][c:21]1[cH:22][cH:23][c:24]([Cl:27])[cH:25][cH:26]1.[CH3:29][CH2:30][OH:31].[Li+:3].[OH-:2].[OH2:1].[OH2:28]>>[O:6]=[P:7]([OH:8])([CH:9]([O:10][CH2:11][CH3:12])[O:13][CH2:14][CH3:15])[CH2:16][CH2:17][CH2:18][NH:19][CH2:20][c:21]1[cH:22][cH:23][c:24]([Cl:27])[cH:25][cH:26]1. Reactants: C(#N)C=1C(=C(C=CC1F)[C@H]1N(C[C@H]2N(C1)CCN(C2)C(=O)OCC2=CC=CC=C2)C(=O)OC(C)(C)C)C ((3R,9aS)-8-benzyl 2-tert-butyl 3-(3-cyano-4-fluoro-2-methylphenyl)tetrahydro-1H-pyrazino[1,2-a]pyrazine-2,8(9H,9aH)-dicarboxylate). The reagents and catalysts are [Pd] (Palladium on carbon). The solvent is CO (MeOH). Conditions: time 8 hour. Product: C(#N)C=1C(=C(C=CC1F)[C@H]1N(C[C@H]2N(C1)CCNC2)C(=O)OC(C)(C)C)C ((3R,9aS)-tert-butyl 3-(3-cyano-4-fluoro-2-methylphenyl)hexahydro-1H-pyrazino[1,2-a]pyrazine-2(6H)-carboxylate). As a reaction SMILES: [C:1]([C:3]1[C:4]([CH3:37])=[C:5]([C@@H:10]2[CH2:15][N:14]3[CH2:16][CH2:17][N:18](C(OCC4C=CC=CC=4)=O)[CH2:19][C@H:13]3[CH2:12][N:11]2[C:30]([O:32][C:33]([CH3:36])([CH3:35])[CH3:34])=[O:31])[CH:6]=[CH:7][C:8]=1[F:9])#[N:2]>CO.[Pd]>[C:1]([C:3]1[C:4]([CH3:37])=[C:5]([C@@H:10]2[CH2:15][N:14]3[CH2:16][CH2:17][NH:18][CH2:19][C@H:13]3[CH2:12][N:11]2[C:30]([O:32][C:33]([CH3:35])([CH3:34])[CH3:36])=[O:31])[CH:6]=[CH:7][C:8]=1[F:9])#[N:2]. Reported procedure: To a solution of (3R,9aS)-8-benzyl 2-tert-butyl 3-(3-cyano-4-fluoro-2-methylphenyl)tetrahydro-1H-pyrazino[1,2-a]pyrazine-2,8(9H,9aH)-dicarboxylate (600 mg, 1.180 mmol) in MeOH (100 mL) was added Palladium on carbon (10%,126 mg, 0.118 mmol) and the resulting mixture was subjected to hydrogenation at rt overnight. The reaction mixture was filtered through Celite, washed with mixture of methanol and methylene chloride (1:1) and the filtrate was concentrated to give the title compound: LC/MS: (M+1)+... The reactants are CC=1C=C(C(=O)C2=CNC3=CC=CC=C3C2=O)C=CC1C (3-(3,4-dimethyl-benzoyl)-1H-quinolin-4-one), white solid, [H-].[Na+] (sodium hydride), BrCC1=CC=CC(=N1)C#N (6-bromomethyl-pyridine-2-carbonitrile). Run in CN(C=O)C (N,N-dimethylformamide). Yields the product CC=1C=C(C(=O)C2=CN(C3=CC=CC=C3C2=O)CC2=CC=CC(=N2)C#N)C=CC1C (6-[3-(3,4-Dimethyl-benzoyl)-4-oxo-4H-quinolin-1-ylmethyl]-pyridine-2-carbonitrile). As a reaction SMILES: [CH3:1][C:2]1[CH:3]=[C:4]([CH:18]=[CH:19][C:20]=1[CH3:21])[C:5]([C:7]1[C:16](=[O:17])[C:15]2[C:10](=[CH:11][CH:12]=[CH:13][CH:14]=2)[NH:9][CH:8]=1)=[O:6].[H-].[Na+].Br[CH2:25][C:26]1[N:31]=[C:30]([C:32]#[N:33])[CH:29]=[CH:28][CH:27]=1>CN(C)C=O>[CH3:1][C:2]1[CH:3]=[C:4]([CH:18]=[CH:19][C:20]=1[CH3:21])[C:5]([C:7]1[C:16](=[O:17])[C:15]2[C:10](=[CH:11][CH:12]=[CH:13][CH:14]=2)[N:9]([CH2:25][C:26]2[N:31]=[C:30]([C:32]#[N:33])[CH:29]=[CH:28][CH:27]=2)[CH:8]=1)=[O:6] |f:1.2|. Reported procedure: Experimental conditions analogous to those described for Step 3 of Example 1, from 51 mg (0.18 mmol) of 3-(3,4-dimethyl-benzoyl)-1H-quinolin-4-one, 9 mg (0.22 mmol) of 60% sodium hydride, 44 mg (0.22 mmol) of 6-bromomethyl-pyridine-2-carbonitrile and 0.7 mL of N,N-dimethylformamide. Yield: 27 mg of a white solid: LC-MSD, m/z for C25H19N3O2 [M+H]+=394.1; HPLC retention time: 2.1 min. Reactants: Cl (hydrogen chloride), [N+](=O)([O-])C1=C2CCCC(C2=CC=C1)=NO (5-nitro-1-tetralone oxime). Run in C(C)(=O)O (acetic acid). Conditions: temperature 100 celsius. Product: Cl.[N+](=O)([O-])C1=C2C=CC=C(C2=CC=C1)N (5-nitro-1-aminonaphthalene hydrochloride). RXN SMILES: [ClH:1].[N+:2]([C:5]1[CH:14]=[CH:13][CH:12]=[C:11]2[C:6]=1[CH2:7][CH2:8][CH2:9][C:10]2=[N:15]O)([O-:4])=[O:3]>C(O)(=O)C>[ClH:1].[N+:2]([C:5]1[CH:14]=[CH:13][CH:12]=[C:11]2[C:6]=1[CH:7]=[CH:8][CH:9]=[C:10]2[NH2:15])([O-:4])=[O:3] |f:3.4|. Reported procedure: In a 100 mL flask equipped with a reflux condenser, an inlet tube for hydrogen chloride gas and a thermometer were placed 2.1 g of 5-nitro-1-tetralone oxime and 40 mL of acetic acid. While bubbling hydrogen chloride gas, the mixture was heated at 100° C. for 4 hours with stirring by a stirring bar. After allowing the mixture to be cooled to room temperature, a precipitated 5-nitro-1-aminonaphthalene hydrochloride was collected by filtration and rinsed with a small amount of acetic acid. After dr...